From a dataset of the Open Reaction Database (ORD), a public repository of structured organic reaction records. describe an organic reaction: reactants, conditions, products, and yield Starting materials: CN(C1CCC=2NC3=CC=CC=C3C2C1)C (3-(dimethylamino)-1,2,3,4-tetrahydrocarbazole), CN(C1CCC=2N(C3=CC=CC=C3C2C1)CCC#N)C (3-(dimethylamino)-9-(2-cyanoethyl)-1,2,3,4-tetrahydrocarbazole), CN(C1CCC=2N(C3=CC=CC=C3C2C1)CCC#N)C (3-(dimethylamino)-9-(2-cyanoethyl)-1,2,3,4-tetrahydrocarbazole), Cl.CN(C1CCC=2N(C3=CC=CC=C3C2C1)CCC(=O)O)C (3-(dimethylamino)-1,2,3,4-tetrahydrocarbazole-9-propionic acid hydrochloride), C(C=C)#N (acrylonitrile), [OH-].C(C1=CC=CC=C1)[N+](C)(C)C (benzyltrimethylammonium hydroxide), [OH-].[K+] (potassium hydroxide). The solvent is C1=CC=CC=C1 (benzene), CO (methyl alcohol), C(C)O (ethyl alcohol). The product is CN(C1CCC=2N(C3=CC=CC=C3C2C1)CCC(=O)O)C (3-(Dimethylamino)-1,2,3,4-tetrahydrocarbazole-9-propionic acid). RXN SMILES: CN(C)C1CC2C3C(=CC=CC=3)NC=2CC1.C(#N)C=C.[OH-].C([N+](C)(C)C)C1C=CC=CC=1.CN(C)C1CC2C3C(=CC=CC=3)N(CCC#N)C=2CC1.[OH-].[K+].Cl.[CH3:56][N:57]([CH3:76])[CH:58]1[CH2:70][C:69]2[C:68]3[C:63](=[CH:64][CH:65]=[CH:66][CH:67]=3)[N:62]([CH2:71][CH2:72][C:73]([OH:75])=[O:74])[C:61]=2[CH2:60][CH2:59]1>CO.C(O)C.C1C=CC=CC=1>[CH3:76][N:57]([CH3:56])[CH:58]1[CH2:70][C:69]2[C:68]3[C:63](=[CH:64][CH:65]=[CH:66][CH:67]=3)[N:62]([CH2:71][CH2:72][C:73]([OH:75])=[O:74])[C:61]=2[CH2:60][CH2:59]1 |f:2.3,5.6,7.8|. Procedure: To a solution of 17.1 g. of 3-(dimethylamino)-1,2,3,4-tetrahydrocarbazole in 150 ml. of benzene was added 10.6 g. of acrylonitrile followed by 1 ml. of 35% benzyltrimethylammonium hydroxide in methyl alcohol. The solution was heated under reflux for one hour and fifteen minutes, cooled to room temperature, filtered, and evaporated to dryness. The residue was treated with hot hexane and then hot heptane (total volume 3.3 liters), both solutions being decanted from insoluble gum. The combined hexa... Reactants: CO (MeOH), CC1=C2CCOC(C2=CC=C1CC=C)=O (5-Methyl-6-(prop-2-en-1-yl)-3,4-dihydro-1H-isochromen-1-one), O=[O+][O-] (ozone), CSC (DMS). Run in CCOC(=O)C (EtOAc). The product is CC1=C2CCOC(C2=CC=C1CC=O)=O ((5-Methyl-1-oxo-3,4-dihydro-1H-isochromen-6-yl)acetaldehyde). Reaction SMILES: CO.[CH3:3][C:4]1[C:13]([CH2:14][CH:15]=C)=[CH:12][CH:11]=[C:10]2[C:5]=1[CH2:6][CH2:7][O:8][C:9]2=[O:17].[O:18]=[O+][O-].CSC>CCOC(C)=O>[CH3:3][C:4]1[C:13]([CH2:14][CH:15]=[O:18])=[CH:12][CH:11]=[C:10]2[C:5]=1[CH2:6][CH2:7][O:8][C:9]2=[O:17]. Procedure: To a MeOH solution of 5-Methyl-6-(prop-2-en-1-yl)-3,4-dihydro-1H-isochromen-1-one (60 mg, 0.30 mmol) was bubbled ozone until it turned blue. Excess ozone was removed by bubbling nitrogen through. To the reaction was added DMS (0.22 ml, 3.0 mmol), and it was allowed to warm up slowly. The reaction was diluted with EtOAc, washed with water, and purified by MPLC to give the title compound. LC-MS (IE, m/z): 205 [M+1]+.